This data is from the Open Reaction Database (ORD), a public repository of structured organic reaction records. The task is: describe an organic reaction: reactants, conditions, products, and yield Reactants: BrC=1C(=C(N(C1Br)CC1=CC=CC=C1)C(=O)O)OC(C)C (4,5-dibromo-3-(1-methylethoxy)-1-(phenylmethyl)-1H-pyrrole-2-carboxylic acid), C(=O)(N1C=NC=C1)N1C=NC=C1 (1,1'-carbonyldiimidazole), NC1=NN=NN1 (5-aminotetrazole). The product is BrC=1C(=C(N(C1Br)CC1=CC=CC=C1)C(=O)NC1=NN=NN1)OC(C)C (4,5-Dibromo-3-(1-methylethoxy)-1-(phenylmethyl)-N-1H-tetrazol-5-yl-1H-pyrrole-2-carboxamide). The yield is 49.6%. RXN SMILES: [Br:1][C:2]1[C:3]([O:18][CH:19]([CH3:21])[CH3:20])=[C:4]([C:15](O)=[O:16])[N:5]([CH2:8][C:9]2[CH:14]=[CH:13][CH:12]=[CH:11][CH:10]=2)[C:6]=1[Br:7].C(N1C=CN=C1)(N1C=CN=C1)=O.[NH2:34][C:35]1[NH:39][N:38]=[N:37][N:36]=1>>[Br:1][C:2]1[C:3]([O:18][CH:19]([CH3:21])[CH3:20])=[C:4]([C:15]([NH:34][C:35]2[NH:39][N:38]=[N:37][N:36]=2)=[O:16])[N:5]([CH2:8][C:9]2[CH:14]=[CH:13][CH:12]=[CH:11][CH:10]=2)[C:6]=1[Br:7]. Procedure details: Prepared by the method described in Example 115 from 4,5-dibromo-3-(1-methylethoxy)-1-(phenylmethyl)-1H-pyrrole-2-carboxylic acid (2.1 g, 0.005 moles), 1,1'-carbonyldiimidazole (0.9 g, 0.0055 moles), and 5-aminotetrazole (0.43 g, 0.005 moles). Recrystallization from acetonitrile gave the product (1.2 g); mp 199°-205° C.